Dataset: the Open Reaction Database (ORD), a public repository of structured organic reaction records. Task: describe an organic reaction: reactants, conditions, products, and yield Reactants: CO (Methanol), ClC1=C(C(=CC=C1)Cl)CCC1=NOC(=C1COC1=CC=C(C=C1)C=1C=C2C=CC(=CC2=CC1)C(=O)OC)C(C)C (methyl 6-[4-({[3-[2-(2,6-dichlorophenyl)ethyl]-5-(1-methylethyl)-4-isoxazolyl]methyl}oxy)phenyl]-2-naphthalenecarboxylate), [OH-].[Na+] (sodium hydroxide). Solvent: O1CCCC1 (tetrahydrofuran). Run at temperature 100 celsius. Yields the product ClC1=C(C(=CC=C1)Cl)CCC1=NOC(=C1COC1=CC=C(C=C1)C=1C=C2C=CC(=CC2=CC1)C(=O)O)C(C)C (6-[4-({[3-[2-(2,6-dichlorophenyl)ethyl]-5-(1-methylethyl)-4-isoxazolyl]methyl}oxy)phenyl]-2-naphthalenecarboxylic acid). Yield: 79.0%. As a reaction SMILES: [Cl:1][C:2]1[CH:7]=[CH:6][CH:5]=[C:4]([Cl:8])[C:3]=1[CH2:9][CH2:10][C:11]1[C:15]([CH2:16][O:17][C:18]2[CH:23]=[CH:22][C:21]([C:24]3[CH:25]=[C:26]4[C:31](=[CH:32][CH:33]=3)[CH:30]=[C:29]([C:34]([O:36]C)=[O:35])[CH:28]=[CH:27]4)=[CH:20][CH:19]=2)=[C:14]([CH:38]([CH3:40])[CH3:39])[O:13][N:12]=1.CO.[OH-].[Na+]>O1CCCC1>[Cl:1][C:2]1[CH:7]=[CH:6][CH:5]=[C:4]([Cl:8])[C:3]=1[CH2:9][CH2:10][C:11]1[C:15]([CH2:16][O:17][C:18]2[CH:19]=[CH:20][C:21]([C:24]3[CH:25]=[C:26]4[C:31](=[CH:32][CH:33]=3)[CH:30]=[C:29]([C:34]([OH:36])=[O:35])[CH:28]=[CH:27]4)=[CH:22][CH:23]=2)=[C:14]([CH:38]([CH3:40])[CH3:39])[O:13][N:12]=1 |f:2.3|. Reported procedure: A solution of methyl 6-[4-({[3-[2-(2,6-dichlorophenyl)ethyl]-5-(1-methylethyl)-4-isoxazolyl]methyl}oxy)phenyl]-2-naphthalenecarboxylate (0.035 g, 0.061 mmol) in tetrahydrofuran (0.6 mL) was placed in a microwave reaction tube. Methanol (0.3 mL) was added followed by 1N sodium hydroxide (0.092 mL, 0.092 mmol). The tube was sealed and heated in a microwave reactor to 100° C. for 600 seconds. The solution was neutralized and concentrated. Water was added and the mixture was filtered. The resulting ... Reactants: CC(C)(CCO)C(=O)Nc1ccc2c(c1)[nH]c1c(C(N)=O)ccc(Br)c12, C1CCOC1, ClCCl, CCOC(=O)N=NC(=O)OCC, c1ccc(P(c2ccccc2)c2ccccc2)cc1. Product: CC1(C)CCN(c2ccc3c(c2)[nH]c2c(C(N)=O)ccc(Br)c23)C1=O. As a reaction SMILES: [Br:1][c:2]1[cH:3][cH:4][c:5]([C:24](=[O:25])[NH2:26])[c:6]2[nH:7][c:8]3[cH:9][c:10]([NH:15][C:16]([C:17]([CH2:18][CH2:19][OH:20])([CH3:21])[CH3:22])=[O:23])[cH:11][cH:12][c:13]3[c:14]12.[CH2:58]1[O:59][CH2:60][CH2:61][CH2:62]1.[Cl:63][CH2:64][Cl:65].[O:27]=[C:28]([O:29][CH2:30][CH3:31])[N:32]=[N:33][C:34]([O:35][CH2:36][CH3:37])=[O:38].[c:39]1([P:40]([c:41]2[cH:42][cH:43][cH:44][cH:45][cH:46]2)[c:47]2[cH:48][cH:49][cH:50][cH:51][cH:52]2)[cH:53][cH:54][cH:55][cH:56][cH:57]1>>[Br:1][c:2]1[cH:3][cH:4][c:5]([C:24](=[O:25])[NH2:26])[c:6]2[nH:7][c:8]3[cH:9][c:10]([N:15]4[C:16](=[O:23])[C:17]([CH3:21])([CH3:22])[CH2:18][CH2:19]4)[cH:11][cH:12][c:13]3[c:14]12.